From a dataset of the Open Reaction Database (ORD), a public repository of structured organic reaction records. describe an organic reaction: reactants, conditions, products, and yield Reactants: ClC1=CC=C(N=N1)N([C@@H]1CC[C@H](CC1)CC#CCO)C (trans-4-{4-[(6-Chloro-pyridazin-3-yl)-methyl-amino]-cyclohexyl}-but-2-yn-1-ol), CS(=O)(=O)Cl (methanesulfonylchloride), N1=C(C=CC=C1C)C (2,6-lutidine), O (water). The solvent is C(Cl)Cl (CH2Cl2). Conditions: time 46 hour. Product: ClC1=CC=C(N=N1)N([C@@H]1CC[C@H](CC1)CC#CCOS(=O)(=O)C)C (trans-Methanesulfonic acid 4-{4-[(6-chloro-pyridazin-3-yl)-methyl-amino]-cyclohexyl}-but-2-ynyl ester). Isolated yield 106.0%. RXN SMILES: [Cl:1][C:2]1[N:7]=[N:6][C:5]([N:8]([CH3:20])[C@H:9]2[CH2:14][CH2:13][C@H:12]([CH2:15][C:16]#[C:17][CH2:18][OH:19])[CH2:11][CH2:10]2)=[CH:4][CH:3]=1.[CH3:21][S:22](Cl)(=[O:24])=[O:23].N1C(C)=CC=CC=1C.O>C(Cl)Cl>[Cl:1][C:2]1[N:7]=[N:6][C:5]([N:8]([CH3:20])[C@H:9]2[CH2:10][CH2:11][C@H:12]([CH2:15][C:16]#[C:17][CH2:18][O:19][S:22]([CH3:21])(=[O:24])=[O:23])[CH2:13][CH2:14]2)=[CH:4][CH:3]=1. Reported procedure: A solution of 1.08 g (3.68 mmol) of trans-4-{4-[(6-Chloro-pyridazin-3-yl)-methyl-amino]-cyclohexyl}-but-2-yn-1-ol in 30 ml CH2Cl2 was treated at 0° C. with 0.31 ml (4.04 mmol) methanesulfonylchloride and 0.64 ml (5.51 mmol) 2,6-lutidine. The reaction was stirred for 46 h at room temperature, water (4 ml) was added and stirred for 5 min. After extraction with aqueous saturated NaHCO3/Et2O(3×), the organic phase was washed with aqueous 10% NaCl, dried over Na2SO4 and evaporated to yield 1.45 g of ... Reactants: [BH3-]C#N, CC(=O)O, CC(=O)c1cn(CC(=O)Nc2sc3c(c2C(N)=O)CCCC3)nc1C(F)(F)F, CO, NCCO, [Na+]. The product is CC(NCCO)c1cn(CC(=O)Nc2sc3c(c2C(N)=O)CCCC3)nc1C(F)(F)F. RXN SMILES: [C:33]([BH3-:34])#[N:35].[C:39]([OH:40])(=[O:41])[CH3:42].[C:5]([CH3:6])(=[O:7])[c:8]1[c:9]([C:29]([F:30])([F:31])[F:32])[n:10][n:11]([CH2:13][C:14](=[O:15])[NH:16][c:17]2[c:18]([C:26](=[O:27])[NH2:28])[c:19]3[c:20]([s:21]2)[CH2:22][CH2:23][CH2:24][CH2:25]3)[cH:12]1.[CH3:37][OH:38].[NH2:1][CH2:2][CH2:3][OH:4].[Na+:36]>>[NH:1]([CH2:2][CH2:3][OH:4])[CH:5]([CH3:6])[c:8]1[c:9]([C:29]([F:30])([F:31])[F:32])[n:10][n:11]([CH2:13][C:14](=[O:15])[NH:16][c:17]2[c:18]([C:26](=[O:27])[NH2:28])[c:19]3[c:20]([s:21]2)[CH2:22][CH2:23][CH2:24][CH2:25]3)[cH:12]1. Starting materials: ClC=1C=CC(=C(C1)N)OC1=CC=CC=C1 (5-chloro-2-phenoxy-phenylamine), ClC1=C(C=C(C=C1)S(=O)(=O)Cl)C(F)(F)F (4-chloro-3-trifluoromethyl-benzenesulfonyl chloride). The solvent is N1=CC=CC=C1 (pyridine), N1=CC=CC=C1 (pyridine). Conditions: time 2 hour. Yields the product ClC1=C(C=C(C=C1)S(=O)(=O)NC1=C(C=CC(=C1)Cl)OC1=CC=CC=C1)C(F)(F)F (4-Chloro-N-(5-chloro-2-Phenoxy-phenyl)-3-trifluoromethyl-benzenesulfonamide). As a reaction SMILES: [Cl:1][C:2]1[CH:3]=[CH:4][C:5]([O:9][C:10]2[CH:15]=[CH:14][CH:13]=[CH:12][CH:11]=2)=[C:6]([NH2:8])[CH:7]=1.[Cl:16][C:17]1[CH:22]=[CH:21][C:20]([S:23](Cl)(=[O:25])=[O:24])=[CH:19][C:18]=1[C:27]([F:30])([F:29])[F:28]>N1C=CC=CC=1>[Cl:16][C:17]1[CH:22]=[CH:21][C:20]([S:23]([NH:8][C:6]2[CH:7]=[C:2]([Cl:1])[CH:3]=[CH:4][C:5]=2[O:9][C:10]2[CH:15]=[CH:14][CH:13]=[CH:12][CH:11]=2)(=[O:24])=[O:25])=[CH:19][C:18]=1[C:27]([F:30])([F:28])[F:29]. Procedure details: To a solution of 5-chloro-2-phenoxy-phenylamine (75 mg, 0.34 mmol) in anhydrous pyridine (0.5 mL) was added drop wise a solution of 4-chloro-3-trifluoromethyl-benzenesulfonyl chloride (95 mg, 0.341 mmol) in pyridine (0.5 mL). The resulting mixture was stirred at room temperature for 2 h. The reaction mixture was separated by preparative HPLC using acetonitrile-water solvent mixture and pure product fractions were lyophilized to provide pure product as a solid. 1H NMR (400 MHz, CDCl3) δ 8.04 (d, ...